This data is from the Open Reaction Database (ORD), a public repository of structured organic reaction records. The task is: describe an organic reaction: reactants, conditions, products, and yield The reactants are C(C1=CC=CC=C1)N1C(N(CC1=O)C)=S (3-benzyl-1-methyl-2-thioxoimidazolidin-4-one), C1(=CC=C(C=C1)S(=O)(=O)[O-])C.C[N+]1=C(SC2=C1C=CC=C2)SC (3-methyl-2-methylthiobenzothiazol-3-ium p-toluenesulfonate), TEA. Solvent: CC#N (MeCN). Yields the product C(C1=CC=CC=C1)N1C(N(C(C1=O)=C1SC2=C(N1C)C=CC=C2)C)=S (3-benzyl-1-methyl-5-(3-methyl-3H-benzothiazol-2-ylidene)-2-thioxoimidazolidin-4-one). The yield is 85.3%. RXN SMILES: [CH2:1]([N:8]1[C:12](=[O:13])[CH2:11][N:10]([CH3:14])[C:9]1=[S:15])[C:2]1[CH:7]=[CH:6][CH:5]=[CH:4][CH:3]=1.C1(C)C=CC(S([O-])(=O)=O)=CC=1.[CH3:27][N+:28]1[C:32]2[CH:33]=[CH:34][CH:35]=[CH:36][C:31]=2[S:30][C:29]=1SC>CC#N>[CH2:1]([N:8]1[C:12](=[O:13])[C:11](=[C:29]2[N:28]([CH3:27])[C:32]3[CH:33]=[CH:34][CH:35]=[CH:36][C:31]=3[S:30]2)[N:10]([CH3:14])[C:9]1=[S:15])[C:2]1[CH:3]=[CH:4][CH:5]=[CH:6][CH:7]=1 |f:1.2|. Procedure details: To a mixture of intermediate 3-benzyl-1-methyl-2-thioxoimidazolidin-4-one (0.33 g, 1.5 mmol) and 3-methyl-2-methylthiobenzothiazol-3-ium p-toluenesulfonate 0.66 g, 1.8 mmol) in anhydrous MeCN (10 mL) added dropwise TEA (0.28 mL, 2.0 mmol). After 2 h the resulting product mixture was concentrated and chromatographed (silica gel, DCM) to afford the title compound (0.47 g, 85%) as an orange-yellow solid. 1H-NMR (CDCl3): δ 7.54–7.61 (3H, m), 7.46 (1H, m), 7.21–7.33 (5H, m), 5.19 (2H, s), 3.86 (3H, s...